From a dataset of the Open Reaction Database (ORD), a public repository of structured organic reaction records. describe an organic reaction: reactants, conditions, products, and yield Starting materials: [I-].C(CCC)[N+]1=C(SC(=C1C)C)C (3-butyl-2,4,5-trimethylthiazol-3-ium iodide), TEA, C1(=CC=CC2=CC=CC=C12)C(=O)Cl (1-naphthoyl chloride). Reagents/catalysts: CN(C)C=1C=CN=CC1 (DMAP). Run at time 8 hour. Product: C(CCC)N1/C(/SC(=C1C)C)=C/C(=O)C1=CC=CC2=CC=CC=C12 ((2Z)-2-(3-butyl-4,5-dimethyl-1,3-thiazol-2(3H)-ylidene)-1-(1-naphthyl)ethanone). RXN SMILES: [I-].[CH2:2]([N+:6]1[C:10]([CH3:11])=[C:9]([CH3:12])[S:8][C:7]=1[CH3:13])[CH2:3][CH2:4][CH3:5].[C:14]1([C:24](Cl)=[O:25])[C:23]2[C:18](=[CH:19][CH:20]=[CH:21][CH:22]=2)[CH:17]=[CH:16][CH:15]=1>CN(C1C=CN=CC=1)C>[CH2:2]([N:6]1[C:10]([CH3:11])=[C:9]([CH3:12])[S:8]/[C:7]/1=[CH:13]\[C:24]([C:14]1[C:23]2[C:18](=[CH:19][CH:20]=[CH:21][CH:22]=2)[CH:17]=[CH:16][CH:15]=1)=[O:25])[CH2:3][CH2:4][CH3:5] |f:0.1|. Procedure details: In a 20 mL vial 3-butyl-2,4,5-trimethylthiazol-3-ium iodide (48 mg in 0.5 mL DMA, 0.16 mmol, 1 equiv.) was added, followed by TEA (38 mg in 0.5 mL DMA, 0.37 mmol, 2.4 equiv.) and the solution went black. DMAP (2 mg in 0.5 mL DMA, 0.016 mmol, 0.1 equiv) was added next, followed by 1-naphthoyl chloride (0.9 mL of 0.2M in DMA, 1.2 equiv). The mixture was shaken overnight at room temperature and then concentrated in vacuo. The resulting residue was taken up in 1:1 DMSO/MeOH and purified by reverse p... Run in ClCCl (dichloromethane). The product is ClC1=C(C(=O)C=2N(C=CC2)NC(OCC)=O)C=CC(=C1)Cl ([2-(2,4-Dichlorobenzoyl)-1H-pyrrol-1-yl]carbamic acid, ethyl ester). The yield is 35.5%. RXN SMILES: [NH2:1][N:2]1[CH:6]=[CH:5][CH:4]=[C:3]1[C:7](=[O:16])[C:8]1[CH:13]=[CH:12][C:11]([Cl:14])=[CH:10][C:9]=1[Cl:15].C(=O)(O)[O-].[Na+].Cl[C:23]([O:25][CH2:26][CH3:27])=[O:24]>ClCCl>[Cl:15][C:9]1[CH:10]=[C:11]([Cl:14])[CH:12]=[CH:13][C:8]=1[C:7]([C:3]1[N:2]([NH:1][C:23](=[O:24])[O:25][CH2:26][CH3:27])[CH:6]=[CH:5][CH:4]=1)=[O:16] |f:1.2|. Procedure: To a stirred slurry of 1-amino-2-(2,4-dichlorobenzoyl)pyrrole (377.6 g) and sodium bicarbonate (286.0 g) in 2.0 L of dichloromethane was added ethyl chloroformate (176.90 g) over 10 min. The reaction mixture was heated at reflux for 4 hrs and then quenched with H2O. The organic layer was washed with brine, dried (MgSO4), charcoaled, filtered and concentrated to a maroon oil. This oil was purified by flash chromatography (silica, dichloromethane) and concentrated to a green powder which was recry... The reactants are NN1C(=CC=C1)C(C1=C(C=C(C=C1)Cl)Cl)=O (1-amino-2-(2,4-dichlorobenzoyl)pyrrole), C([O-])(O)=O.[Na+] (sodium bicarbonate), ClC(=O)OCC (ethyl chloroformate). The reactants are CCO, Cc1n[nH]c2c1C(=O)CC(c1ccccc1Cl)C2, Cl, Cl, N=C(N)NN, O. The product is Cc1n[nH]c2c1C(=NNC(=N)N)CC(c1ccccc1Cl)C2. As a reaction SMILES: [CH3:27][CH2:28][OH:29].[Cl:1][c:2]1[c:3]([CH:8]2[CH2:9][C:10](=[O:18])[c:11]3[c:12]([CH3:17])[n:13][nH:14][c:15]3[CH2:16]2)[cH:4][cH:5][cH:6][cH:7]1.[ClH:19].[ClH:25].[NH2:20][NH:21][C:22](=[NH:23])[NH2:24].[OH2:26]>>[Cl:1][c:2]1[c:3]([CH:8]2[CH2:9][C:10](=[N:20][NH:21][C:22](=[NH:23])[NH2:24])[c:11]3[c:12]([CH3:17])[n:13][nH:14][c:15]3[CH2:16]2)[cH:4][cH:5][cH:6][cH:7]1. Starting materials: BrC=1C=CC=2N(C1)C(=CN2)C=O (6-bromoimidazo[1,2-a]pyridine-3-carbaldehyde), BrC=1C=CC=2N(C1)C(=CN2)C=O (6-bromoimidazo[1,2-a]pyridine-3-carbaldehyde), FC(C=1C=C(C=NC1)B(O)O)(F)F (5-(trifluoromethyl)pyridin-3-ylboronic acid). The product is FC(C=1C=C(C=NC1)C=1C=CC=2N(C1)C(=CN2)C=O)(F)F (6-(5-(trifluoromethyl)pyridin-3-yl) imidazo[1,2-a]pyridine-3-carbaldehyde). Yield: 48.0%. As a reaction SMILES: Br[C:2]1[CH:3]=[CH:4][C:5]2[N:6]([C:8]([CH:11]=[O:12])=[CH:9][N:10]=2)[CH:7]=1.[F:13][C:14]([F:25])([F:24])[C:15]1[CH:16]=[C:17](B(O)O)[CH:18]=[N:19][CH:20]=1>>[F:13][C:14]([F:25])([F:24])[C:15]1[CH:16]=[C:17]([C:2]2[CH:3]=[CH:4][C:5]3[N:6]([C:8]([CH:11]=[O:12])=[CH:9][N:10]=3)[CH:7]=2)[CH:18]=[N:19][CH:20]=1. Procedure: The title compound was prepared by following the procedure as described for Intermediate 1 using 6-bromoimidazo[1,2-a]pyridine-3-carbaldehyde and 5-(trifluoromethyl)pyridin-3-ylboronic acid. Yield: 48%; 1H NMR (DMSO-d6; 300 MHz): δ 10.04 (s, 1H), 9.71 (s, 1H), 9.27 (s, 1H), 9.07 (s, 1H), 8.62 (s, 2H), 8.16-8.19 (dd, 1H, J=1.8&9.3 Hz), 8.03-8.04 (d, 1H, J=9.3 Hz); MS: m/z 292 (M+1)+. Reactants: CCSc1c(-c2ccccc2)nc2ccccc2c1C(=O)O, ClCCCl, CN1CCOCC1, ClCCl, O, On1nnc2ccccc21, CCC(N)c1ccccc1. Product: CCSc1c(-c2ccccc2)nc2ccccc2c1C(=O)NC(CC)c1ccccc1. As a reaction SMILES: [CH2:1]([CH3:2])[S:3][c:4]1[c:5](-[c:17]2[cH:18][cH:19][cH:20][cH:21][cH:22]2)[n:6][c:7]2[cH:8][cH:9][cH:10][cH:11][c:12]2[c:13]1[C:14](=[O:15])[OH:16].[CH2:41]([Cl:42])[CH2:43][Cl:44].[CH3:34][N:35]1[CH2:36][CH2:37][O:38][CH2:39][CH2:40]1.[Cl:55][CH2:56][Cl:57].[OH2:33].[OH:23][n:24]1[c:25]2[c:26]([cH:27][cH:28][cH:29][cH:30]2)[n:31][n:32]1.[c:45]1([CH:51]([CH2:52][CH3:53])[NH2:54])[cH:46][cH:47][cH:48][cH:49][cH:50]1>>[CH2:1]([CH3:2])[S:3][c:4]1[c:5](-[c:17]2[cH:18][cH:19][cH:20][cH:21][cH:22]2)[n:6][c:7]2[cH:8][cH:9][cH:10][cH:11][c:12]2[c:13]1[C:14](=[O:16])[NH:54][CH:51]([c:45]1[cH:46][cH:47][cH:48][cH:49][cH:50]1)[CH2:52][CH3:53]. Reaction SMILES: Br[C:2]1[CH:7]=[CH:6][C:5]([N:8]2[CH:12]([C:13]3[CH:18]=[CH:17][CH:16]=[CH:15][C:14]=3[Cl:19])[CH2:11][C:10]([C:20]([C:26]([F:29])([F:28])[F:27])([C:22]([F:25])([F:24])[F:23])[OH:21])=[N:9]2)=[CH:4][CH:3]=1.[CH3:30][S:31][C:32]1[N:37]=[CH:36][C:35](B(O)O)=[CH:34][CH:33]=1>>[Cl:19][C:14]1[CH:15]=[CH:16][CH:17]=[CH:18][C:13]=1[CH:12]1[N:8]([C:5]2[CH:6]=[CH:7][C:2]([C:35]3[CH:36]=[N:37][C:32]([S:31][CH3:30])=[CH:33][CH:34]=3)=[CH:3][CH:4]=2)[N:9]=[C:10]([C:20]([C:22]([F:23])([F:25])[F:24])([C:26]([F:29])([F:27])[F:28])[OH:21])[CH2:11]1. The product is ClC1=C(C=CC=C1)C1CC(=NN1C1=CC=C(C=C1)C=1C=NC(=CC1)SC)C(O)(C(F)(F)F)C(F)(F)F (5-(2-chloro-phenyl)-1-{4-[6-(methylsulfanyl)-pyridin-3-yl]-phenyl}-3-[di-(trifluoromethyl)-hydroxy-methyl]-4,5-dihydro-1H-pyrazole). Reactants: BrC1=CC=C(C=C1)N1N=C(CC1C1=C(C=CC=C1)Cl)C(O)(C(F)(F)F)C(F)(F)F (1-(4-bromo-phenyl)-5-(2-chloro-phenyl)-3-[di-(trifluoromethyl)-hydroxy-methyl]-4,5-dihydro-1H-pyrazole), CSC1=CC=C(C=N1)B(O)O (6-methylthiopyridin-3-ylboronic acid). Reported procedure: The titled compound was prepared in accordance with the same procedures as in Example 421, except for using 1-(4-bromo-phenyl)-5-(2-chloro-phenyl)-3-[di-(trifluoromethyl)-hydroxy-methyl]-4,5-dihydro-1H-pyrazole prepared in Step 5 of Preparation 24; and using 6-methylthiopyridin-3-ylboronic acid instead of 3-methylthiophenylboronic acid. Starting materials: CCCC1=Nc2ccc(I)cc2C(=O)N1Cc3ccc(cc3)c4ccccc4S(=O)(=O)NC(C)(C)C, CC1(C)OB(OC1(C)C)c2cnc(nc2)n3cccn3. Reagents/catalysts: CCN=P(N=P(N(C)C)(N(C)C)N(C)C)(N(C)C)N(C)C (P2-Et), CN(C)c1ccc([PH](C(C)(C)C)(C(C)(C)C)[Pd]2(OS(C)(=O)=O)Nc3ccccc3-c3ccccc32)cc1 (Aphos G3). Solvent: CS(C)=O (DMSO), O (water), CS(C)=O (DMSO), CS(C)=O (DMSO), CS(C)=O (DMSO). Conditions: time 22 hour. Yields the product CCCC1=Nc2ccc(cc2C(=O)N1Cc3ccc(cc3)c4ccccc4S(=O)(=O)NC(C)(C)C)c5cnc(nc5)n6cccn6, CCCC1=Nc2ccc(I)cc2C(=O)N1Cc3ccc(cc3)c4ccccc4S(=O)(=O)NC(C)(C)C, c1ccc(-c2ccccc2)cc1. The solvent is O1CCOCC1 (dioxane), O (water), CCOC(=O)C (EtOAc). The reagents and catalysts are C(C)(=O)O[Pd]OC(C)=O (diacetoxypalladium). Product: C(C)(C)(C)O[C@H](C(=O)OC(C)C)C=1C(=NC(=C(C1N1CCC(CC1)(C)F)C1=CC=C(C=C1)OCCC1=CC=C(C=C1)F)C)C ((S)-isopropyl 2-(tert-butoxy)-2-(4-(4-fluoro-4-methylpiperidin-1-yl)-5-(4-(4-fluorophenethoxy)phenyl)-2,6-dimethylpyridin-3-yl)acetate). The reactants are BrC=1C(=C(C(=NC1C)C)[C@@H](C(=O)OC(C)C)OC(C)(C)C)N1CCC(CC1)(C)F ((S)-isopropyl 2-(5-bromo-4-(4-fluoro-4-methylpiperidin-1-yl)-2,6-dimethylpyridin-3-yl)-2-(tert-butoxy)acetate), FC1=CC=C(CCOC2=CC=C(C=C2)B2OC(CN(CC(O2)=O)C)=O)C=C1 (2-(4-(4-fluorophenethoxy)phenyl)-6-methyl-1,3,6,2-dioxazaborocane-4,8-dione), C1(CCCCC1)P(C1=C(C=CC=C1)C1=C(C=CC=C1OC)OC)C1CCCCC1 (2-dicyclohexylphosphino-2′,6′-dimethoxy-biphenyl), [O-]P(=O)([O-])[O-].[K+].[K+].[K+] (potassium phosphate tribasic). Procedure details: The diacetoxypalladium (4.0 mg, 0.018 mmol) was added to a argon purged and degassed solution of (S)-isopropyl 2-(5-bromo-4-(4-fluoro-4-methylpiperidin-1-yl)-2,6-dimethylpyridin-3-yl)-2-(tert-butoxy)acetate (85 mg, 0.18 mmol), 2-(4-(4-fluorophenethoxy)phenyl)-6-methyl-1,3,6,2-dioxazaborocane-4,8-dione (73.3 mg, 0.197 mmol), and 2-dicyclohexylphosphino-2′,6′-dimethoxy-biphenyl (14.7 mg, 0.036 mmol), and potassium phosphate tribasic (286 mg, 1.34 mmol) in dioxane (2 mL) and water (0.4 mL) and stir... As a reaction SMILES: Br[C:2]1[C:3]([N:22]2[CH2:27][CH2:26][C:25]([F:29])([CH3:28])[CH2:24][CH2:23]2)=[C:4]([C@H:10]([O:17][C:18]([CH3:21])([CH3:20])[CH3:19])[C:11]([O:13][CH:14]([CH3:16])[CH3:15])=[O:12])[C:5]([CH3:9])=[N:6][C:7]=1[CH3:8].[F:30][C:31]1[CH:56]=[CH:55][C:34]([CH2:35][CH2:36][O:37][C:38]2[CH:43]=[CH:42][C:41](B3OC(=O)CN(C)CC(=O)O3)=[CH:40][CH:39]=2)=[CH:33][CH:32]=1.C1(P(C2CCCCC2)C2C=CC=CC=2C2C(OC)=CC=CC=2OC)CCCCC1.[O-]P([O-])([O-])=O.[K+].[K+].[K+]>O1CCOCC1.O.CCOC(C)=O.C(O[Pd]OC(=O)C)(=O)C>[C:18]([O:17][C@@H:10]([C:4]1[C:5]([CH3:9])=[N:6][C:7]([CH3:8])=[C:2]([C:41]2[CH:40]=[CH:39][C:38]([O:37][CH2:36][CH2:35][C:34]3[CH:33]=[CH:32][C:31]([F:30])=[CH:56][CH:55]=3)=[CH:43][CH:42]=2)[C:3]=1[N:22]1[CH2:27][CH2:26][C:25]([F:29])([CH3:28])[CH2:24][CH2:23]1)[C:11]([O:13][CH:14]([CH3:16])[CH3:15])=[O:12])([CH3:21])([CH3:20])[CH3:19] |f:3.4.5.6|. Isolated yield 77.7%. Conditions: temperature 90 celsius, time 16 hour. Reactants: ClC=1N=C(C2=C(N1)OCCO2)N2CCOCC2 (2-chloro-4-morpholin-4-yl-6,7-dihydro-[1,4]dioxino[2,3-d]pyrimidine), CC1(OB(OC1(C)C)C=1C=NC(=NC1)N)C (5-(4,4,5,5-tetramethyl-[1,3,2]dioxaborolan-2-yl)-pyrimidin-2-ylamine), PdCl2dppf, C(Cl)Cl (DCM), C([O-])([O-])=O.[Cs+].[Cs+] (cesium carbonate), PdCl2dppf, C(Cl)Cl (DCM), CC1(OB(OC1(C)C)C=1C=NC(=NC1)N)C (5-(4,4,5,5-tetramethyl-[1,3,2]dioxaborolan-2-yl)-pyrimidin-2-ylamine). The solvent is O (water), O1CCOCC1 (dioxane), O (water). Run at temperature 100 celsius. Product: O1CCN(CC1)C=1C2=C(N=C(N1)C=1C=NC(=NC1)N)OCCO2 (5-(4-morpholino-6,7-dihydro-[1,4]dioxino[2,3-d]pyrimidin-2-yl)pyrimidin-2-amine). Reaction SMILES: Cl[C:2]1[N:3]=[C:4]([N:12]2[CH2:17][CH2:16][O:15][CH2:14][CH2:13]2)[C:5]2[O:11][CH2:10][CH2:9][O:8][C:6]=2[N:7]=1.CC1(C)C(C)(C)OB([C:26]2[CH:27]=[N:28][C:29]([NH2:32])=[N:30][CH:31]=2)O1.C(Cl)Cl.C(=O)([O-])[O-].[Cs+].[Cs+]>O1CCOCC1.O>[O:15]1[CH2:16][CH2:17][N:12]([C:4]2[C:5]3[O:11][CH2:10][CH2:9][O:8][C:6]=3[N:7]=[C:2]([C:26]3[CH:27]=[N:28][C:29]([NH2:32])=[N:30][CH:31]=3)[N:3]=2)[CH2:13][CH2:14]1 |f:3.4.5|. Procedure details: A mixture of 2-chloro-4-morpholin-4-yl-6,7-dihydro-[1,4]dioxino[2,3-d]pyrimidine (114 mg, 0.44 mmol), 5-(4,4,5,5-tetramethyl-[1,3,2]dioxaborolan-2-yl)-pyrimidin-2-ylamine (196 mg, 0.88 mmol), PdCl2dppf.DCM (36 mg, 0.04 mmol) and cesium carbonate (430 mg, 1.32 mmol) in dioxane (5 mL) and water (0.5 mL) was degassed and then heated at 100° C. for 2 hours. Further 5-(4,4,5,5-tetramethyl-[1,3,2]dioxaborolan-2-yl)-pyrimidin-2-ylamine (100 mg, 0.44 mmol), PdCl2dppf.DCM (36 mg, 0.04 mmol) were added an...